The task is: describe an organic reaction: reactants, conditions, products, and yield. This data is from the Open Reaction Database (ORD), a public repository of structured organic reaction records. The reactants are O[C@H]1C2(CC2)CCN(C1)C(C(CCN1C([C@@H](NCC1)C)=O)(C)C)=O ((S)-1-[4-((S)-4-hydroxy-6-aza-spiro[2.5]oct-6-yl)-3,3-dimethyl-4-oxo-butyl]-3-methyl-piperazin-2-one), ClC1=C(C=CC(=C1)N=C=O)OC(F)(F)F (2-chloro-4-isocyanato-1-trifluoromethoxy-benzene), O[C@H]1C2(CC2)CCN(C1)C(C(CCN1C([C@@H](NCC1)C)=O)(C)C)=O ((S)-1-[4-((S)-4-hydroxy-6-aza-spiro[2.5]oct-6-yl)-3,3-dimethyl-4-oxo-butyl]-3-methyl-piperazin-2-one), ClC1=C(C=CC(=C1)N=C=O)OC(F)(F)F (2-chloro-4-isocyanato-1-trifluoromethoxy-benzene). The product is ClC=1C=C(C=CC1OC(F)(F)F)NC(=O)N1[C@H](C(N(CC1)CCC(C(=O)N1C[C@H](C2(CC2)CC1)O)(C)C)=O)C ((S)-4-[4-((S)-4-Hydroxy-6-aza-spiro[2.5]oct-6-yl)-3,3-dimethyl-4-oxo-butyl]-2-methyl-3-oxo-piperazine-1-carboxylic acid (3-chloro-4-trifluoromethoxy-phenyl)-amide). Yield: 53.0%. Reaction SMILES: [OH:1][C@@H:2]1[CH2:9][N:8]([C:10](=[O:24])[C:11]([CH3:23])([CH3:22])[CH2:12][CH2:13][N:14]2[CH2:19][CH2:18][NH:17][C@@H:16]([CH3:20])[C:15]2=[O:21])[CH2:7][CH2:6][C:3]21[CH2:5][CH2:4]2.[Cl:25][C:26]1[CH:31]=[C:30]([N:32]=[C:33]=[O:34])[CH:29]=[CH:28][C:27]=1[O:35][C:36]([F:39])([F:38])[F:37]>>[Cl:25][C:26]1[CH:31]=[C:30]([NH:32][C:33]([N:17]2[CH2:18][CH2:19][N:14]([CH2:13][CH2:12][C:11]([CH3:23])([CH3:22])[C:10]([N:8]3[CH2:7][CH2:6][C:3]4([CH2:5][CH2:4]4)[C@H:2]([OH:1])[CH2:9]3)=[O:24])[C:15](=[O:21])[C@@H:16]2[CH3:20])=[O:34])[CH:29]=[CH:28][C:27]=1[O:35][C:36]([F:39])([F:38])[F:37]. Procedure: In analogy to the procedure described in Example 30, (S)-1-[4-((S)-4-hydroxy-6-aza-spiro[2.5]oct-6-yl)-3,3-dimethyl-4-oxo-butyl]-3-methyl-piperazin-2-one (intermediate 28) and 1.2 eq. of 2-chloro-4-isocyanato-1-trifluoromethoxy-benzene (intermediate 17) gave the titled compound in 53% yield as light yellow foam. MS: 575.22 (MH+, Cl). Reaction SMILES: [CH2:1]([CH3:2])[O:3][C:4]([c:5]1[cH:6][cH:7][c:8]([NH:11][C:12](=[O:13])[c:14]2[cH:15][cH:16][c:17]3[c:22]([cH:23]2)[NH:21][CH2:20][CH2:19][CH2:18]3)[cH:9][cH:10]1)=[O:24].[Cl:25][c:26]1[cH:27][cH:28][c:29]([O:36][CH3:37])[c:30]([S:32](=[O:33])(=[O:34])[Cl:35])[cH:31]1.[Cl:38][CH2:39][Cl:40].[cH:41]1[cH:42][cH:43][n:44][cH:45][cH:46]1>>[CH2:1]([CH3:2])[O:3][C:4]([c:5]1[cH:6][cH:7][c:8]([NH:11][C:12](=[O:13])[c:14]2[cH:15][cH:16][c:17]3[c:22]([cH:23]2)[N:21]([S:32]([c:30]2[c:29]([O:36][CH3:37])[cH:28][cH:27][c:26]([Cl:25])[cH:31]2)(=[O:33])=[O:34])[CH2:20][CH2:19][CH2:18]3)[cH:9][cH:10]1)=[O:24]. Reactants: CCOC(=O)c1ccc(NC(=O)c2ccc3c(c2)NCCC3)cc1, COc1ccc(Cl)cc1S(=O)(=O)Cl, ClCCl, c1ccncc1. Product: CCOC(=O)c1ccc(NC(=O)c2ccc3c(c2)N(S(=O)(=O)c2cc(Cl)ccc2OC)CCC3)cc1.